From a dataset of the Open Reaction Database (ORD), a public repository of structured organic reaction records. describe an organic reaction: reactants, conditions, products, and yield Starting materials: C1(CC1)C1=CN=C(C(=N1)C(=O)NC1=C(N(N=C1)C)C(=O)O)NC=1C=NC=NC1 (4-{[6-Cyclopropyl-3-(pyrimidin-5-ylamino)-pyrazine-2-carbonyl]-amino}-2-methyl-2H-pyrazole-3-carboxylic acid), Cl.Cl.CN1CC(C1)N (1-methylazetidin-3-amine dihydrochloride). Product: CN1N=CC(=C1C(NC1CN(C1)C)=O)NC(=O)C1=NC(=CN=C1NC=1C=NC=NC1)C1CC1 (6-Cyclopropyl-3-(pyrimidin-5-ylamino)-pyrazine-2-carboxylic acid [1-methyl-5-(1-methyl-azetidin-3-ylcarbamoyl)-1H-pyrazol-4-yl]-amide). RXN SMILES: [CH:1]1([C:4]2[N:9]=[C:8]([C:10]([NH:12][C:13]3[CH:17]=[N:16][N:15]([CH3:18])[C:14]=3[C:19](O)=[O:20])=[O:11])[C:7]([NH:22][C:23]3[CH:24]=[N:25][CH:26]=[N:27][CH:28]=3)=[N:6][CH:5]=2)[CH2:3][CH2:2]1.Cl.Cl.[CH3:31][N:32]1[CH2:35][CH:34]([NH2:36])[CH2:33]1>>[CH3:18][N:15]1[C:14]([C:19](=[O:20])[NH:36][CH:34]2[CH2:35][N:32]([CH3:31])[CH2:33]2)=[C:13]([NH:12][C:10]([C:8]2[C:7]([NH:22][C:23]3[CH:24]=[N:25][CH:26]=[N:27][CH:28]=3)=[N:6][CH:5]=[C:4]([CH:1]3[CH2:3][CH2:2]3)[N:9]=2)=[O:11])[CH:17]=[N:16]1 |f:1.2.3|. Procedure details: The product was obtained starting from 4-{[6-cyclopropyl-3-(pyrimidin-5-ylamino)-pyrazine-2-carbonyl]-amino}-2-methyl-2H-pyrazole-3-carboxylic acid (30 mg, 79 μmol; example 236, step 3) and 1-methylazetidin-3-amine dihydrochloride (16 mg, 100 μmol) according to the method described in example 64, step 6 after purification by preparative HPLC using an acetonitrile/water gradient as yellow solid (11 mg, 31%). Starting materials: Cc1cc(C)cc(NC(=O)c2cncc(N3CC4CN(C(=O)OC(C)(C)C)CC4C3)n2)c1, ClCCl, O=C(O)C(F)(F)F. Yields the product Cc1cc(C)cc(NC(=O)c2cncc(N3CC4CNCC4C3)n2)c1, O=C(O)C(F)(F)F. As a reaction SMILES: [CH3:1][c:2]1[cH:3][c:4]([NH:9][C:10](=[O:11])[c:12]2[cH:13][n:14][cH:15][c:16]([N:18]3[CH2:19][CH:20]4[CH:21]([CH2:22]3)[CH2:23][N:24]([C:26]([O:27][C:28]([CH3:29])([CH3:30])[CH3:31])=[O:32])[CH2:25]4)[n:17]2)[cH:5][c:6]([CH3:8])[cH:7]1.[Cl:40][CH2:41][Cl:42].[F:33][C:34]([C:35](=[O:36])[OH:37])([F:38])[F:39]>>[CH3:1][c:2]1[cH:3][c:4]([NH:9][C:10](=[O:11])[c:12]2[cH:13][n:14][cH:15][c:16]([N:18]3[CH2:19][CH:20]4[CH:21]([CH2:22]3)[CH2:23][NH:24][CH2:25]4)[n:17]2)[cH:5][c:6]([CH3:8])[cH:7]1.[F:33][C:34]([C:35](=[O:36])[OH:37])([F:38])[F:39].